Dataset: the Open Reaction Database (ORD), a public repository of structured organic reaction records. Task: describe an organic reaction: reactants, conditions, products, and yield The reactants are O=C1C(CC2=CC(=C(C(=C12)Cl)Cl)OCCCC(=O)O)CC (4-(1-oxo-2ethyl-6,7-dichloro-5-indanyloxy)butyric acid), S(=O)(=O)(Cl)Cl (sulfuryl chloride). Run in C(C)(=O)O (acetic acid). Yields the product O=C1C(CC2=CC(=C(C(=C12)Cl)Cl)OCCCC(=O)O)(Cl)CC (4-(1-Oxo-2-ethyl-2,6,7-trichloro-5-indanyloxy)-butyric Acid). Reaction SMILES: [O:1]=[C:2]1[C:10]2[C:5](=[CH:6][C:7]([O:13][CH2:14][CH2:15][CH2:16][C:17]([OH:19])=[O:18])=[C:8]([Cl:12])[C:9]=2[Cl:11])[CH2:4][CH:3]1[CH2:20][CH3:21].S(Cl)([Cl:25])(=O)=O>C(O)(=O)C>[O:1]=[C:2]1[C:10]2[C:5](=[CH:6][C:7]([O:13][CH2:14][CH2:15][CH2:16][C:17]([OH:19])=[O:18])=[C:8]([Cl:12])[C:9]=2[Cl:11])[CH2:4][C:3]1([CH2:20][CH3:21])[Cl:25]. Reported procedure: By following the method of Example 12, Step B, 4-(1-oxo-2ethyl-6,7-dichloro-5-indanyloxy)butyric acid (13.24 g., 0.04 mole) is treated with sulfuryl chloride (3.6 ml., 0.044 mole) in acetic acid (100 ml.) to obtain 9.33 g. of 4-(1-oxo-2-ethyl-2,6,7-trichloro-5-indanyloxy)butyric acid, m.p. 123°-124° C. after recrystallization from ethanol.